describe an organic reaction: reactants, conditions, products, and yield From a dataset of the Open Reaction Database (ORD), a public repository of structured organic reaction records. The reactants are C[S+](C)(C)=O, CC(Cl)(Cl)Cl, O=C(c1ccc(Cl)cn1)c1ccc(Cl)cn1, [I-], [Na+], [OH-], O. The product is Clc1ccc(C2(c3ccc(Cl)cn3)CO2)nc1. As a reaction SMILES: [CH3:18][S+:19]([CH3:20])([CH3:21])=[O:22].[CH3:26][C:27]([Cl:28])([Cl:29])[Cl:30].[Cl:1][c:2]1[cH:3][cH:4][c:5]([C:8](=[O:9])[c:10]2[n:11][cH:12][c:13]([Cl:16])[cH:14][cH:15]2)[n:6][cH:7]1.[I-:17].[Na+:24].[OH-:23].[OH2:25]>>[Cl:1][c:2]1[cH:3][cH:4][c:5]([C:8]2([c:10]3[n:11][cH:12][c:13]([Cl:16])[cH:14][cH:15]3)[O:9][CH2:18]2)[n:6][cH:7]1.